Dataset: the Open Reaction Database (ORD), a public repository of structured organic reaction records. Task: describe an organic reaction: reactants, conditions, products, and yield Starting materials: C1(=CC=CC=C1)S(=O)(=O)N1C=CC=2C1=NC=C(C2)CC(CO)O (3-(1-benzenesulfonyl-pyrrolo[2,3-b]pyridine-5-yl)-propane-1,2-diol), C1(=CC=C(C=C1)S(=O)(=O)O)C (p-toluene sulfonic acid), COC(C)(C)OC (2,2-dimethoxy-propane). Run in ClCCl (dichloromethane). Yields the product C1(=CC=CC=C1)S(=O)(=O)N1C=CC=2C1=NC=C(C2)CC2OC(OC2)(C)C (1-benzenesulfonyl-5-(2,2-dimethyl-[1,3]dioxolan-4-ylmethyl)-1H-pyrrolo[2,3-b]pyridine). Yield: 810.9%. As a reaction SMILES: [C:1]1([S:7]([N:10]2[C:14]3=[N:15][CH:16]=[C:17]([CH2:19][CH:20]([OH:23])[CH2:21][OH:22])[CH:18]=[C:13]3[CH:12]=[CH:11]2)(=[O:9])=[O:8])[CH:6]=[CH:5][CH:4]=[CH:3][CH:2]=1.[C:24]1(C)[CH:29]=CC(S(O)(=O)=O)=C[CH:25]=1.COC(OC)(C)C>ClCCl>[C:1]1([S:7]([N:10]2[C:14]3=[N:15][CH:16]=[C:17]([CH2:19][CH:20]4[CH2:21][O:22][C:24]([CH3:29])([CH3:25])[O:23]4)[CH:18]=[C:13]3[CH:12]=[CH:11]2)(=[O:9])=[O:8])[CH:2]=[CH:3][CH:4]=[CH:5][CH:6]=1. Procedure: A solution of 3-(1-benzenesulfonyl-pyrrolo[2,3-b]pyridine-5-yl)-propane-1,2-diol (1.67 g, 5.03 mmol), p-toluene sulfonic acid (96 mg, 0.5 mmol) and 2,2-dimethoxy-propane (3.1 mL, 25.2 mmol) in dichloromethane (20 mL) was stirred at 25° C. for 12 h. The solution was concentrated in vacuo. The residue was diluted with ethyl acetate, washed with a saturated aqueous sodium bicarbonate solution, brine, dried over anhydrous sodium sulfate and concentrated in vacuo. Purification by flash silica gel chr... The reactants are BrCc1ccccc1, CC1Nn2c(nn(Cc3ccc(C(F)(F)F)cc3)c2=O)C(c2ccc(Cl)cc2)=C1c1ccc(Cl)cc1, [K+], [K+], O=C([O-])[O-], CN(C)C=O. Product: CC1C(c2ccc(Cl)cc2)=C(c2ccc(Cl)cc2)c2nn(Cc3ccc(C(F)(F)F)cc3)c(=O)n2N1Cc1ccccc1. As a reaction SMILES: [Br:43][CH2:44][c:45]1[cH:46][cH:47][cH:48][cH:49][cH:50]1.[F:1][C:2]([c:3]1[cH:4][cH:5][c:6]([CH2:7][n:8]2[n:9][c:10]3[n:11]([c:31]2=[O:32])[NH:12][CH:13]([CH3:30])[C:14]([c:23]2[cH:24][cH:25][c:26]([Cl:29])[cH:27][cH:28]2)=[C:15]3[c:16]2[cH:17][cH:18][c:19]([Cl:22])[cH:20][cH:21]2)[cH:33][cH:34]1)([F:35])[F:36].[K+:37].[K+:38].[O-:39][C:40]([O-:41])=[O:42].[O:51]=[CH:52][N:53]([CH3:54])[CH3:55]>>[F:1][C:2]([c:3]1[cH:4][cH:5][c:6]([CH2:7][n:8]2[n:9][c:10]3[n:11]([c:31]2=[O:32])[N:12]([CH2:44][c:45]2[cH:46][cH:47][cH:48][cH:49][cH:50]2)[CH:13]([CH3:30])[C:14]([c:23]2[cH:24][cH:25][c:26]([Cl:29])[cH:27][cH:28]2)=[C:15]3[c:16]2[cH:17][cH:18][c:19]([Cl:22])[cH:20][cH:21]2)[cH:33][cH:34]1)([F:35])[F:36]. Starting materials: [BH4-], CCO, CCOC(=O)C1NC1C(=O)OCC, [Na+]. Yields the product CCOC(=O)C1NC1CO. As a reaction SMILES: [BH4-:14].[CH3:16][CH2:17][OH:18].[NH:1]1[CH:2]([C:9](=[O:10])[O:11][CH2:12][CH3:13])[CH:3]1[C:4](=[O:5])[O:6][CH2:7][CH3:8].[Na+:15]>>[NH:1]1[CH:2]([C:9](=[O:10])[O:11][CH2:12][CH3:13])[CH:3]1[CH2:4][OH:5]. Reactants: [H-].[Na+] (sodium hydride), C(C)O (ethanol), NC1=NC(=NC(=N1)F)OC(F)(F)F (2-amino-4-fluoro-6-trifluoromethoxy-1,3,5-triazine). Run at time 15 minute. The product is NC1=NC(=NC(=N1)OCC)OC(F)(F)F (2-Amino-4-ethoxy-6-trifluoromethoxy-1,3,5-triazine). As a reaction SMILES: [H-].[Na+].[NH2:3][C:4]1[N:9]=[C:8](F)[N:7]=[C:6]([O:11][C:12]([F:15])([F:14])[F:13])[N:5]=1.[CH2:16]([OH:18])[CH3:17]>>[NH2:3][C:4]1[N:9]=[C:8]([O:18][CH2:16][CH3:17])[N:7]=[C:6]([O:11][C:12]([F:15])([F:14])[F:13])[N:5]=1 |f:0.1|. Procedure: 2.3 g (0.093 mol) of 97% sodium hydride were added a little at a time to 300 ml of ethanol at 20°-35° C. and dissolved by stirring for 15 minutes. Then, while stirring at 0° C., 18.5 g (0.093 mol) of 2-amino-4-fluoro-6-trifluoromethoxy-1,3,5-triazine were added over the course of 10 minutes, and the mixture was stirred at 0° C. for 1 hour and at 22° C. overnight. The residue from concentration under reduced pressure was taken up in methylene chloride, extracted with water and dried. Concentratio... The reactants are [K+], [K+], Nc1c(Nc2cnc(F)c(Br)c2)c(=O)c1=O, O=C([O-])[O-], CC(C)(C)C(NC(=O)c1ccc(Cl)cc1)n1nnc2ccccc21. Yields the product CC(C)(C)C(NC(=O)c1ccc(Cl)cc1)Nc1c(Nc2cnc(F)c(Br)c2)c(=O)c1=O. As a reaction SMILES: [K+:41].[K+:42].[NH2:25][c:26]1[c:27](=[O:40])[c:28](=[O:39])[c:29]1[NH:30][c:31]1[cH:32][n:33][c:34]([F:38])[c:35]([Br:37])[cH:36]1.[O-:43][C:44]([O-:45])=[O:46].[n:1]1([CH:10]([C:11]([CH3:12])([CH3:13])[CH3:14])[NH:15][C:16]([c:17]2[cH:18][cH:19][c:20]([Cl:23])[cH:21][cH:22]2)=[O:24])[c:2]2[cH:3][cH:4][cH:5][cH:6][c:7]2[n:8][n:9]1>>[CH:10]([C:11]([CH3:12])([CH3:13])[CH3:14])([NH:15][C:16]([c:17]1[cH:18][cH:19][c:20]([Cl:23])[cH:21][cH:22]1)=[O:24])[NH:25][c:26]1[c:27](=[O:40])[c:28](=[O:39])[c:29]1[NH:30][c:31]1[cH:32][n:33][c:34]([F:38])[c:35]([Br:37])[cH:36]1. The reactants are C(OC1=CC=C(C=C1)S(=O)(=O)N1[C@H](C(NC2=CC=C(C=C12)Br)=O)CC)(OCC)=O (4-{[(2S)-7-Bromo-2-ethyl-3-oxo-3,4-dihydroquinoxalin-1 (2H)-yl]sulfonyl}phenyl ethyl carbonate), IC (iodomethane), C(C)[C@H]1C(N(C2=CC=C(C=C2N1S(=O)(=O)C1=CC=C(C=C1)O)F)CCC)=O ((3S)-3-ethyl-6-fluoro-4-[(4-hydroxyphenyl)sulfonyl]-1-propyl-3,4-dihydroquinoxalin-2(1H)-one). Product: BrC=1C=C2N([C@H](C(N(C2=CC1)C)=O)CC)S(=O)(=O)C1=CC=C(C=C1)O ((3S)-6-bromo-3-ethyl-4-[(4-hydroxyphenyl)sulfonyl]-1-methyl-3,4-dihydroquinoxalin-2(1H)-one). RXN SMILES: C(=O)(OCC)[O:2][C:3]1[CH:8]=[CH:7][C:6]([S:9]([N:12]2[C:21]3[C:16](=[CH:17][CH:18]=[C:19]([Br:22])[CH:20]=3)[NH:15][C:14](=[O:23])[C@@H:13]2[CH2:24][CH3:25])(=[O:11])=[O:10])=[CH:5][CH:4]=1.IC.[CH2:32]([C@@H]1N(S(C2C=CC(O)=CC=2)(=O)=O)C2C(=CC=C(F)C=2)N(CCC)C1=O)C>>[Br:22][C:19]1[CH:20]=[C:21]2[C:16](=[CH:17][CH:18]=1)[N:15]([CH3:32])[C:14](=[O:23])[C@H:13]([CH2:24][CH3:25])[N:12]2[S:9]([C:6]1[CH:7]=[CH:8][C:3]([OH:2])=[CH:4][CH:5]=1)(=[O:10])=[O:11]. Procedure: 4-{[(2S)-7-Bromo-2-ethyl-3-oxo-3,4-dihydroquinoxalin-1 (2H)-yl]sulfonyl}phenyl ethyl carbonate (see Example 33) was treated with iodomethane according to the procedure for the preparation of (3S)-3-ethyl-6-fluoro-4-[(4-hydroxyphenyl)sulfonyl]-1-propyl-3,4-dihydroquinoxalin-2(1H)-one (see Example 20) to yield (3S)-6-bromo-3-ethyl-4-[(4-hydroxyphenyl)sulfonyl]-1-methyl-3,4-dihydroquinoxalin-2(1H)-one. MS (ESI) m/z 425/427 ([M+H]+); MS (ESI) m/z 423/425 ([M−H]−); Anal. Calcd for C17H17BrN2O4S: C, 4... The reactants are CCOC(=O)c1[nH]c2ccc(Br)cc2c1CCCNC(=O)OC(C)(C)C, C1CCOC1, CO, Cl, [Li+], [OH-], O, O. Yields the product CC(C)(C)OC(=O)NCCCc1c(C(=O)O)[nH]c2ccc(Br)cc12. Reaction SMILES: [CH2:1]([CH3:2])[O:3][C:4](=[O:5])[c:6]1[nH:7][c:8]2[cH:9][cH:10][c:11]([Br:26])[cH:12][c:13]2[c:14]1[CH2:15][CH2:16][CH2:17][NH:18][C:19](=[O:20])[O:21][C:22]([CH3:23])([CH3:24])[CH3:25].[CH2:33]1[O:34][CH2:35][CH2:36][CH2:37]1.[CH3:31][OH:32].[ClH:30].[Li+:29].[OH-:28].[OH2:27].[OH2:38]>>[O:3]=[C:4]([OH:5])[c:6]1[nH:7][c:8]2[cH:9][cH:10][c:11]([Br:26])[cH:12][c:13]2[c:14]1[CH2:15][CH2:16][CH2:17][NH:18][C:19](=[O:20])[O:21][C:22]([CH3:23])([CH3:24])[CH3:25]. Product: NC1=C(C=C(C=C1)CC(N)=O)N (1,2-diamino-4-carbamoylmethylbenzene). Run in O (water). As a reaction SMILES: [NH2:1][C:2]1[CH:7]=[CH:6][C:5]([CH2:8][C:9]#[N:10])=[CH:4][C:3]=1[NH2:11].S(=O)(=O)(O)[OH:13].[OH-].[Na+]>O>[NH2:1][C:2]1[CH:7]=[CH:6][C:5]([CH2:8][C:9](=[O:13])[NH2:10])=[CH:4][C:3]=1[NH2:11] |f:2.3|. Procedure: To 1.03 g. of 1,2-diamino-4-cyanomethylbenzene (1.03 g.) was slowly added concentrated sulphuric acid (7 ml.). The mixture was heated at 90° for 90 minutes, then poured onto 50 ml. of water and ice and adjusted to pH 8 with NaOH. The precipitate which formed on cooling was discarded and the aqueous phase was concentrated to drynes. The residue was extracted with acetone, the extracts were concentrated and chromatographed on silica gel using CH2Cl2 /MeOH 9:1 to 8:2 v/v to give 1,2-diamino-4-carba... Starting materials: NC1=C(C=C(C=C1)CC#N)N (1,2-diamino-4-cyanomethylbenzene), S(O)(O)(=O)=O (sulphuric acid), [OH-].[Na+] (NaOH).